Dataset: the Open Reaction Database (ORD), a public repository of structured organic reaction records. Task: describe an organic reaction: reactants, conditions, products, and yield The product is COCCCC1(CCCCC1)CO ((1-(3-methoxypropyl)cyclohexyl)methanol). RXN SMILES: [CH3:1][O:2][CH2:3][CH2:4][CH2:5][C:6]1([C:12](OC)=[O:13])[CH2:11][CH2:10][CH2:9][CH2:8][CH2:7]1.[H-].[H-].[H-].[H-].[Li+].[Al+3].[OH-].[Na+]>C(OCC)C>[CH3:1][O:2][CH2:3][CH2:4][CH2:5][C:6]1([CH2:12][OH:13])[CH2:11][CH2:10][CH2:9][CH2:8][CH2:7]1 |f:1.2.3.4.5.6,7.8|. Procedure details: A solution of EXAMPLE 97A (2.14 g) in diethyl ether (10 mL) was added dropwise to a suspension of LiAlH4 (0.380 g) in diethyl ether (20 mL). Once the addition was finished, the mixture was refluxed for 90 minutes, and then cooled to 0° C. NaOH (2N, aqueous, 50 mL) was then added slowly. The mixture was extracted with ethyl acetate (300 mL) and washed with brine and dried over Na2SO4. Filtration and evaporation of the solvent gave the title compound. Solvent: C(C)OCC (diethyl ether), C(C)OCC (diethyl ether). Run at temperature 0 celsius. Reactants: [OH-].[Na+] (NaOH), COCCCC1(CCCCC1)C(=O)OC (methyl 1-(3-methoxypropyl)cyclohexanecarboxylate), [H-].[H-].[H-].[H-].[Li+].[Al+3] (LiAlH4). Reactants: C(CCC)[Sn](C1=NC=CN=C1)(CCCC)CCCC (2-(tributylstannyl)pyrazine), ClC=1SC=CC1[N+](=O)[O-] (2-chloro-3-nitrothiophene). The product is [N+](=O)([O-])C1=C(SC=C1)C1=NC=CN=C1 (2-(3-Nitrothiophen-2-yl)pyrazine). RXN SMILES: C([Sn](CCCC)(CCCC)[C:6]1[CH:11]=[N:10][CH:9]=[CH:8][N:7]=1)CCC.Cl[C:21]1[S:22][CH:23]=[CH:24][C:25]=1[N+:26]([O-:28])=[O:27]>>[N+:26]([C:25]1[CH:24]=[CH:23][S:22][C:21]=1[C:6]1[CH:11]=[N:10][CH:9]=[CH:8][N:7]=1)([O-:28])=[O:27]. Reported procedure: The title compound was prepared from 2-(tributylstannyl)pyrazine and 2-chloro-3-nitrothiophene using protocol E and was purified by flash chromatograpy (hexane:ethyl acetate). Method [7] Retention time 2.38 min by HPLC (MH+ 208). The reactants are C(C1=CC=CC=C1)N1[C@@]2([C@@H](CC[C@H]1[C@@H](C2)C#N)O[C@H](C2=CC(=CC(=C2)C(F)(F)F)C(F)(F)F)C(=O)OC)C2=CC=CC=C2 ((1R*,2R*,5S*,6R*)-8-Benzyl-2-{(1R*)-1-[3,5-bis(trifluoromethyl)phenyl]-(methoxycarbonyl)methoxy}-6-cyano-1-phenyl-8-azabicyclo[3.2.1]octane), [BH4-].[Na+] (sodium borohydride). The solvent is CO (methanol). The product is C(C1=CC=CC=C1)N1[C@@]2([C@@H](CC[C@H]1[C@@H](C2)C#N)O[C@@H](CO)C2=CC(=CC(=C2)C(F)(F)F)C(F)(F)F)C2=CC=CC=C2 ((1R*,2R*,5S*,6R*)-8-Benzyl-2-{(1R*)-1-[3,5-bis(trifluoromethyl)phenyl]-2-hydroxyethoxy}-6-cyano-1-phenyl-8-azabicyclo[3.2.1]octane). RXN SMILES: [CH2:1]([N:8]1[C@@H:13]2[C@H:14]([C:16]#[N:17])[CH2:15][C@@:9]1([C:38]1[CH:43]=[CH:42][CH:41]=[CH:40][CH:39]=1)[C@H:10]([O:18][C@@H:19]([C:34](OC)=[O:35])[C:20]1[CH:25]=[C:24]([C:26]([F:29])([F:28])[F:27])[CH:23]=[C:22]([C:30]([F:33])([F:32])[F:31])[CH:21]=1)[CH2:11][CH2:12]2)[C:2]1[CH:7]=[CH:6][CH:5]=[CH:4][CH:3]=1.[BH4-].[Na+]>CO>[CH2:1]([N:8]1[C@@H:13]2[C@H:14]([C:16]#[N:17])[CH2:15][C@@:9]1([C:38]1[CH:43]=[CH:42][CH:41]=[CH:40][CH:39]=1)[C@H:10]([O:18][C@H:19]([C:20]1[CH:25]=[C:24]([C:26]([F:28])([F:29])[F:27])[CH:23]=[C:22]([C:30]([F:31])([F:32])[F:33])[CH:21]=1)[CH2:34][OH:35])[CH2:11][CH2:12]2)[C:2]1[CH:7]=[CH:6][CH:5]=[CH:4][CH:3]=1 |f:1.2|. Procedure details: (1R*,2R*,5S*,6R*)-8-Benzyl-2-{(1R*)-1-[3,5-bis(trifluoromethyl)phenyl]-(methoxycarbonyl)methoxy}-6-cyano-1-phenyl-8-azabicyclo[3.2.1]octane (Example 155; 2.408 g, 4 mmol) in methanol (25 ml) was treated with sodium borohydride (2.2698 g, 0.60 mmol) potionwise at 5-10° C. The reaction was quenched with acetone and concentrated in vacuo. The residue was partitioned between ethyl acetate and water, the organics separated and dried (MgSO4) and concentrated in vacuo to afford the title compound as a ... Reactants: B, C1CCOC1, C1CCOC1, Cl, Cc1cc(F)ccc1C1C(=O)NCCN1C(=O)N(C)C(C)c1cc(C(F)(F)F)cc(C(F)(F)F)c1, [Na+], O=C([O-])O, O. Product: Cc1cc(F)ccc1C1CNCCN1C(=O)N(C)C(C)c1cc(C(F)(F)F)cc(C(F)(F)F)c1. As a reaction SMILES: [BH3:36].[CH2:37]1[O:38][CH2:39][CH2:40][CH2:41]1.[CH2:48]1[O:49][CH2:50][CH2:51][CH2:52]1.[ClH:42].[F:1][C:2]([c:3]1[cH:4][c:5]([CH:13]([CH3:14])[N:15]([C:16](=[O:17])[N:18]2[CH:19]([c:25]3[c:26]([CH3:32])[cH:27][c:28]([F:31])[cH:29][cH:30]3)[C:20](=[O:24])[NH:21][CH2:22][CH2:23]2)[CH3:33])[cH:6][c:7]([C:9]([F:10])([F:11])[F:12])[cH:8]1)([F:34])[F:35].[Na+:47].[O-:43][C:44]([OH:45])=[O:46].[OH2:53]>>[F:1][C:2]([c:3]1[cH:4][c:5]([CH:13]([CH3:14])[N:15]([C:16](=[O:17])[N:18]2[CH:19]([c:25]3[c:26]([CH3:32])[cH:27][c:28]([F:31])[cH:29][cH:30]3)[CH2:20][NH:21][CH2:22][CH2:23]2)[CH3:33])[cH:6][c:7]([C:9]([F:10])([F:11])[F:12])[cH:8]1)([F:34])[F:35]. The product is C(C)(=O)N(C1C2=C(N(CCC1)C(=O)OC(C)C)C=C(C=C2)N2CCOCC2)CC2=CC(=CC(=C2)C(F)(F)F)C(F)(F)F (Isopropyl 5-[acetyl-(3,5-bistrifluoromethylbenzyl)amino]-8-morpholin-4-yl-2,3,4,5-tetrahydrobenzo[b]azepine-1-carboxylate), solid. Procedure: Combine tris(dibenzylideneacetone)dipalladium (0) (0.015 g, 0.017 mmol), 2,2′-bis(diphenylphosphino)-1,1′-binaphyl (0.031 g, 0.050 mmol) and sodium t-butoxide (0.023 g, 0.235 mmol) in toluene (3 mL) in a 10 mL microwave vessel and purge this suspension with nitrogen at room temperature for 5 min. Add morpholine (0.016 mL, 0.185 mmol) followed by isopropyl-5-[acetyl-(3,5-bistrifluoromethylbenzyl)amino]-8-bromo-2,3,4,5-tetrahydrobenzo[b]azepine-1-carboxylate (0.100 g, 0.168 mmol) and irradiate thi... The reagents and catalysts are C=1C=CC(=CC1)/C=C/C(=O)/C=C/C2=CC=CC=C2.C=1C=CC(=CC1)/C=C/C(=O)/C=C/C2=CC=CC=C2.C=1C=CC(=CC1)/C=C/C(=O)/C=C/C2=CC=CC=C2.[Pd].[Pd] (tris(dibenzylideneacetone)dipalladium). Solvent: C1(=CC=CC=C1)C (toluene), ClCCl (dichloromethane). The yield is 40.0%. As a reaction SMILES: CC(C)([O-])C.[Na+].[NH:7]1[CH2:12][CH2:11][O:10][CH2:9][CH2:8]1.[CH:13]([O:16][C:17]([N:19]1[CH2:25][CH2:24][CH2:23][CH:22]([N:26]([C:42](=[O:44])[CH3:43])[CH2:27][C:28]2[CH:33]=[C:32]([C:34]([F:37])([F:36])[F:35])[CH:31]=[C:30]([C:38]([F:41])([F:40])[F:39])[CH:29]=2)[C:21]2[CH:45]=[CH:46][C:47](Br)=[CH:48][C:20]1=2)=[O:18])([CH3:15])[CH3:14]>C1(C)C=CC=CC=1.ClCCl.C1C=CC(/C=C/C(/C=C/C2C=CC=CC=2)=O)=CC=1.C1C=CC(/C=C/C(/C=C/C2C=CC=CC=2)=O)=CC=1.C1C=CC(/C=C/C(/C=C/C2C=CC=CC=2)=O)=CC=1.[Pd].[Pd]>[C:42]([N:26]([CH2:27][C:28]1[CH:33]=[C:32]([C:34]([F:37])([F:36])[F:35])[CH:31]=[C:30]([C:38]([F:40])([F:39])[F:41])[CH:29]=1)[CH:22]1[CH2:23][CH2:24][CH2:25][N:19]([C:17]([O:16][CH:13]([CH3:15])[CH3:14])=[O:18])[C:20]2[CH:48]=[C:47]([N:7]3[CH2:12][CH2:11][O:10][CH2:9][CH2:8]3)[CH:46]=[CH:45][C:21]1=2)(=[O:44])[CH3:43] |f:0.1,6.7.8.9.10|. The reactants are CC(C)([O-])C.[Na+] (sodium t-butoxide), C(C)(C)OC(=O)N1C2=C(C(CCC1)N(CC1=CC(=CC(=C1)C(F)(F)F)C(F)(F)F)C(C)=O)C=CC(=C2)Br (isopropyl-5-[acetyl-(3,5-bistrifluoromethylbenzyl)amino]-8-bromo-2,3,4,5-tetrahydrobenzo[b]azepine-1-carboxylate), N1CCOCC1 (morpholine). The reactants are O (Water), N1C(=CC2=CC=CC=C12)C(=O)OCC (Ethyl indole-2-carboxylate), BrCC#N (bromoacetonitrile), [H-].[Na+] (sodium hydride). The solvent is CN(C=O)C (dimethylformamide). Conditions: time 30 minute. Product: C(#N)CN1C(=CC2=CC=CC=C12)C(=O)OCC (ethyl 1-cyanomethylindole-2-carboxylate). Reaction SMILES: [NH:1]1[C:9]2[C:4](=[CH:5][CH:6]=[CH:7][CH:8]=2)[CH:3]=[C:2]1[C:10]([O:12][CH2:13][CH3:14])=[O:11].[H-].[Na+].Br[CH2:18][C:19]#[N:20].O>CN(C)C=O>[C:19]([CH2:18][N:1]1[C:9]2[C:4](=[CH:5][CH:6]=[CH:7][CH:8]=2)[CH:3]=[C:2]1[C:10]([O:12][CH2:13][CH3:14])=[O:11])#[N:20] |f:1.2|. Procedure details: Ethyl indole-2-carboxylate (6.0 g) was dissolved in dimethylformamide (60 ml) and sodium hydride (60% in oil, 1.4 g) was added under ice-cooling. After stirring for 30 minutes, bromoacetonitrile (2.3 ml) was added and the mixture was stirred. Water was added to the reaction mixture, and the mixture was extracted with ethyl acetate. The extract was washed with saturated brine and dried over magnesium sulfate. The solvent was evaporated, and the residue was recrystallized from ethyl acetate to giv... Starting materials: CC(C)C[AlH]CC(C)C (DIBAL-H), ClC1=NC(=CC(=N1)C(=O)OC)OCCOC (methyl 2-chloro-6-(2-methoxyethoxy)pyrimidine-4-carboxylate), C(Cl)Cl (CH2Cl2), CC(C)C[AlH]CC(C)C (DIBAL-H). The solvent is CO (MeOH). Run at temperature -78 celsius, time 3 hour. Yields the product ClC1=NC(=CC(=N1)C=O)OCCOC (2-chloro-6-(2-methoxyethoxy)pyrimidine-4-carbaldehyde). Yield: 106.0%. Reaction SMILES: [Cl:1][C:2]1[N:7]=[C:6]([C:8](OC)=[O:9])[CH:5]=[C:4]([O:12][CH2:13][CH2:14][O:15][CH3:16])[N:3]=1.C(Cl)Cl.CC(C[AlH]CC(C)C)C>CO>[Cl:1][C:2]1[N:7]=[C:6]([CH:8]=[O:9])[CH:5]=[C:4]([O:12][CH2:13][CH2:14][O:15][CH3:16])[N:3]=1. Procedure: A 25 mL round bottomed flask was charged with methyl 2-chloro-6-(2-methoxyethoxy)pyrimidine-4-carboxylate [SAD105-047F1] (45 mg, 1 equiv.) and CH2Cl2 (1 mL). 1 M DIBAL-H (0.2 mL, 1.1 equiv.) was added at −78° C. over 2 min under argon. The reaction mixture was stirred for 3 h at −78° C. but the LC-MS still showed a lot of starting material. Additional 1 M DIBAL-H (0.27 mL, 1.4 equiv.) was added at −78° C. over 2 min under argon and after 0.5 h LC-MS showed no more starting material but mostly 1 ...